The task is: describe an organic reaction: reactants, conditions, products, and yield. This data is from the Open Reaction Database (ORD), a public repository of structured organic reaction records. The reactants are C(C)(C)C(C(=O)OCC)C(=O)C (Ethyl 2-isopropylacetoacetate), FC(C(=N)N)(F)F (trifluoroacetamidine), O([Na])C (NaOCH3). The solvent is CO (MeOH). Yields the product CC1=C(C(NC(=N1)C(F)(F)F)=O)C(C)C (6-Methyl-5-(2-propyl)-2-trifluoromethyl-4H-pyrimidin-4-one). Yield: 63.6%. As a reaction SMILES: [CH:1]([CH:4]([C:10]([CH3:12])=O)[C:5]([O:7]CC)=O)([CH3:3])[CH3:2].[F:13][C:14]([F:19])([F:18])[C:15]([NH2:17])=[NH:16].O(C)[Na]>CO>[CH3:12][C:10]1[N:16]=[C:15]([C:14]([F:19])([F:18])[F:13])[NH:17][C:5](=[O:7])[C:4]=1[CH:1]([CH3:2])[CH3:3]. Procedure details: Ethyl 2-isopropylacetoacetate (35.8 mL, 0.2 mol) was mixed with trifluoroacetamidine (23 g, 0.2 mol) in MeOH, and then NaOCH3 (21.6 g, 0.4 mol) was added. The mixture was refluxed for 18 h then evaporated to dryness. The residue was taken up in H2O (200 mL) and extracted with ether. The aqueous solution was reduced in volume and acidified with acetic acid to pH 5 then extracted with EtOAc. The combined organic extracts were washed with a small quantity of water, dried over Na2SO4, then evaporate... Reaction SMILES: [CH3:1][CH:2]1[CH2:7][NH:6][CH2:5][CH:4]([CH3:8])[NH:3]1.Cl[C:10]1[C:15]([Cl:16])=[CH:14][CH:13]=[CH:12][N:11]=1.C(N(C(C)C)CC)(C)C>CN(C=O)C>[Cl:16][C:15]1[C:10]([N:6]2[CH2:5][CH:4]([CH3:8])[NH:3][CH:2]([CH3:1])[CH2:7]2)=[N:11][CH:12]=[CH:13][CH:14]=1. Product: ClC=1C(=NC=CC1)N1CC(NC(C1)C)C (1-(3-chloropyridin-2-yl)-3,5-dimethylpiperazine). Reported procedure: 2,6-dimethylpiperazine (291 mg, 2.55 mmol) and 2,3-dichloropyridine (377.4 mg, 2.55 mmol) were charged to a microwave vial, dissolved in DMF (0.25 mL) and added with diisopropylethylamine (1.11 mL, 6.38 mmol). The reaction mixture was irradiated at 165° C. for 30 minutes. The reaction was complete as determined by TLC. After solvent removal the crud product was purified via flush column chromatography to afford 1-(3-chloropyridin-2-yl)-3,5-dimethylpiperazine in 64.4% yield (370 mg). Isolated yield 64.4%. Reactants: CC1NC(CNC1)C (2,6-dimethylpiperazine), ClC1=NC=CC=C1Cl (2,3-dichloropyridine), C(C)(C)N(CC)C(C)C (diisopropylethylamine). Run in CN(C)C=O (DMF). Starting materials: C1=C(C=CC=2CCCCC12)O (5,6,7,8-tetrahydro-2-naphthol), C1CC(=O)N(C1=O)Br (NBS). Run in CN(C)C=O (DMF). Conditions: time 18 hour. The product is BrC1=C(C=CC=2CCCCC12)O (1-bromo-5,6,7,8-tetrahydronaphthalen-2-ol). As a reaction SMILES: [CH:1]1[C:10]2[CH2:9][CH2:8][CH2:7][CH2:6][C:5]=2[CH:4]=[CH:3][C:2]=1[OH:11].C1C(=O)N([Br:19])C(=O)C1>CN(C=O)C>[Br:19][C:1]1[C:10]2[CH2:9][CH2:8][CH2:7][CH2:6][C:5]=2[CH:4]=[CH:3][C:2]=1[OH:11]. Reported procedure: To a solution of 5,6,7,8-tetrahydro-2-naphthol (2.50 g, 16.9 mmol) in DMF (5 mL), is added dropswise NBS (3.0 g, 16.9 mmol). The solution is stirred at room temperature for 18 h. The mixture is washed with water, extracted with CH2Cl2, dried over MgSO4 and concentrated. The crude material is purified via Biotage, eluting with 5-40% EtOAc/hexanes to afford 1-bromo-5,6,7,8-tetrahydronaphthalen-2-ol. The reactants are COP(=O)(COC(=O)NCc1ccc(C(=O)Nc2cc(-c3cccs3)ccc2NC(=O)OC(C)(C)C)cc1)OC, ClCCl, O=C(O)C(F)(F)F. Product: COP(=O)(COC(=O)NCc1ccc(C(=O)Nc2cc(-c3cccs3)ccc2N)cc1)OC. As a reaction SMILES: [C:1]([O:2][C:3](=[O:4])[NH:8][c:9]1[c:10]([NH:20][C:21](=[O:22])[c:23]2[cH:24][cH:25][c:26]([CH2:27][NH:28][C:29](=[O:30])[O:31][CH2:32][P:33]([O:34][CH3:35])([O:36][CH3:37])=[O:38])[cH:39][cH:40]2)[cH:11][c:12](-[c:15]2[s:16][cH:17][cH:18][cH:19]2)[cH:13][cH:14]1)([CH3:5])([CH3:6])[CH3:7].[Cl:48][CH2:49][Cl:50].[F:41][C:42]([F:43])([F:44])[C:45]([OH:46])=[O:47]>>[NH2:8][c:9]1[c:10]([NH:20][C:21](=[O:22])[c:23]2[cH:24][cH:25][c:26]([CH2:27][NH:28][C:29](=[O:30])[O:31][CH2:32][P:33]([O:34][CH3:35])([O:36][CH3:37])=[O:38])[cH:39][cH:40]2)[cH:11][c:12](-[c:15]2[s:16][cH:17][cH:18][cH:19]2)[cH:13][cH:14]1.